Dataset: the Open Reaction Database (ORD), a public repository of structured organic reaction records. Task: describe an organic reaction: reactants, conditions, products, and yield The reactants are Cc1nc(NC(=O)CCBr)sc1-c1ccnc(Nc2ccc(Cl)cc2)n1, CC#N, ClCCN1CCOCC1, Cc1nc(NC(=O)CCN)sc1-c1ccnc(Nc2ccc(Cl)cc2)n1, NCCN1CCOCC1. The product is Cc1nc(NC(=O)CCNCCN2CCOCC2)sc1-c1ccnc(Nc2ccc(Cl)cc2)n1. As a reaction SMILES: [Br:1][CH2:2][CH2:3][C:4](=[O:5])[NH:6][c:7]1[s:8][c:9](-[c:13]2[n:14][c:15]([NH:19][c:20]3[cH:21][cH:22][c:23]([Cl:26])[cH:24][cH:25]3)[n:16][cH:17][cH:18]2)[c:10]([CH3:12])[n:11]1.[CH3:71][C:72]#[N:73].[Cl:62][CH2:63][CH2:64][N:65]1[CH2:66][CH2:67][O:68][CH2:69][CH2:70]1.[NH2:36][CH2:37][CH2:38][C:39]([NH:40][c:41]1[s:42][c:43](-[c:44]2[cH:45][cH:46][n:47][c:48]([NH:49][c:50]3[cH:51][cH:52][c:53]([Cl:54])[cH:55][cH:56]3)[n:57]2)[c:58]([CH3:59])[n:60]1)=[O:61].[O:27]1[CH2:28][CH2:29][N:30]([CH2:33][CH2:34][NH2:35])[CH2:31][CH2:32]1>>[CH2:2]([CH2:3][C:4](=[O:5])[NH:6][c:7]1[s:8][c:9](-[c:13]2[n:14][c:15]([NH:19][c:20]3[cH:21][cH:22][c:23]([Cl:26])[cH:24][cH:25]3)[n:16][cH:17][cH:18]2)[c:10]([CH3:12])[n:11]1)[NH:35][CH2:34][CH2:33][N:30]1[CH2:29][CH2:28][O:27][CH2:32][CH2:31]1. Reactants: CO, [Cl-], CCOC(CN=[N+]=[N-])=Nc1ccc(Cl)cc1C(=O)c1ccccc1, [NH4+], O, [Zn]. The product is CCOC1=Nc2ccc(Cl)cc2C(c2ccccc2)=NC1. RXN SMILES: [CH3:25][OH:26].[Cl-:27].[N:1](=[N+:3]=[N-:13])[CH2:4][C:5]([O:6][CH2:7][CH3:8])=[N:9][c:10]1[c:11]([C:12](=[O:2])[c:14]2[cH:15][cH:16][cH:17][cH:18][cH:19]2)[cH:20][c:21]([Cl:24])[cH:22][cH:23]1.[NH4+:28].[OH2:30].[Zn:29]>>[N:1]1=[C:12]([c:14]2[cH:15][cH:16][cH:17][cH:18][cH:19]2)[c:11]2[c:10]([cH:23][cH:22][c:21]([Cl:24])[cH:20]2)[N:9]=[C:5]([O:6][CH2:7][CH3:8])[CH2:4]1. Starting materials: P(C(C)(C)C)(C(C)(C)C)C(C)(C)C (P(tert-Bu)3), BrC1=CC=C(C(=O)OC(C)(C)C)C=C1 (tert-butyl 4-bromobenzoate), [O-]P(=O)([O-])[O-].[K+].[K+].[K+] (K3PO4), C(CC(=O)OC)(=O)OC (dimethyl malonate). The reagents and catalysts are C=1C=CC(=CC1)/C=C/C(=O)/C=C/C2=CC=CC=C2.C=1C=CC(=CC1)/C=C/C(=O)/C=C/C2=CC=CC=C2.C=1C=CC(=CC1)/C=C/C(=O)/C=C/C2=CC=CC=C2.[Pd].[Pd] (Pd2(dba)3). The solvent is C1(=CC=CC=C1)C (toluene). Reaction conditions: temperature 85 celsius, time 2 day. The product is C(C)(C)(C)OC(=O)C1=CC=C(C=C1)C(C(=O)OC)C(=O)OC (dimethyl [4-(tert-butoxycarbonyl)phenyl]malonate). Reaction SMILES: Br[C:2]1[CH:14]=[CH:13][C:5]([C:6]([O:8][C:9]([CH3:12])([CH3:11])[CH3:10])=[O:7])=[CH:4][CH:3]=1.[O-]P([O-])([O-])=O.[K+].[K+].[K+].[C:23]([O:30][CH3:31])(=[O:29])[CH2:24][C:25]([O:27][CH3:28])=[O:26].P(C(C)(C)C)(C(C)(C)C)C(C)(C)C>C1C=CC(/C=C/C(/C=C/C2C=CC=CC=2)=O)=CC=1.C1C=CC(/C=C/C(/C=C/C2C=CC=CC=2)=O)=CC=1.C1C=CC(/C=C/C(/C=C/C2C=CC=CC=2)=O)=CC=1.[Pd].[Pd].C1(C)C=CC=CC=1>[C:9]([O:8][C:6]([C:5]1[CH:13]=[CH:14][C:2]([CH:24]([C:23]([O:30][CH3:31])=[O:29])[C:25]([O:27][CH3:28])=[O:26])=[CH:3][CH:4]=1)=[O:7])([CH3:12])([CH3:11])[CH3:10] |f:1.2.3.4,7.8.9.10.11|. Procedure details: To a mixture of tert-butyl 4-bromobenzoate (10.07 g, 39.2 mmol), K3PO4 (20.19 g, 95 mmol), and dimethyl malonate (4.50 mL, 39.2 mmol) was added toluene (69 mL), Pd2(dba)3 (975 mg, 1.08 mmol), and P(tert-Bu)3 (12.8 mL, 10% wt. in hexanes, 4.3 mmol). The reaction mixture was degassed and heated to 85° C. After 2 d, the reaction mixture was diluted with ethyl acetate, washed with water (1×), brine (1 x), dried over MgSO4, filtered, and concentrated. Purification by flash column chromatography on si...